This data is from the Open Reaction Database (ORD), a public repository of structured organic reaction records. The task is: describe an organic reaction: reactants, conditions, products, and yield Starting materials: C1(CC1)N1C=C(C(C2=CC(=C(C(=C12)F)N1CC(CC1)NC(C(C)NC(=O)OC(C)(C)C)=O)F)=O)C(=O)O (1-Cyclopropyl-7-[3-[[2-[[(1,1-dimethylethoxy)carbonyl]amino]-1-oxopropyl]amino]-1-pyrrolidinyl]-6,8-difluoro-1,4-dihydro-4-oxo-3-quinolinecarboxylic acid), Cl (hydrochloric acid). Solvent: C(C)O (ethanol). The product is Cl.NC(C(=O)NC1CN(CC1)C1=C(C=C2C(C(=CN(C2=C1F)C1CC1)C(=O)O)=O)F)C (7-[3-[(2-Amino-1-oxopropyl)amino]-1-pyrrolidinyl]-1-cyclopropyl-6,8-difluoro-1,4-dihydro-4-oxo-3-quinolinecarboxylic acid, monohydrochloride). RXN SMILES: [CH:1]1([N:4]2[C:13]3[C:8](=[CH:9][C:10]([F:33])=[C:11]([N:15]4[CH2:19][CH2:18][CH:17]([NH:20][C:21](=[O:32])[CH:22]([NH:24]C(OC(C)(C)C)=O)[CH3:23])[CH2:16]4)[C:12]=3[F:14])[C:7](=[O:34])[C:6]([C:35]([OH:37])=[O:36])=[CH:5]2)[CH2:3][CH2:2]1.[ClH:38]>C(O)C>[ClH:38].[NH2:24][CH:22]([CH3:23])[C:21]([NH:20][CH:17]1[CH2:18][CH2:19][N:15]([C:11]2[C:12]([F:14])=[C:13]3[C:8]([C:7](=[O:34])[C:6]([C:35]([OH:37])=[O:36])=[CH:5][N:4]3[CH:1]3[CH2:2][CH2:3]3)=[CH:9][C:10]=2[F:33])[CH2:16]1)=[O:32] |f:3.4|. Reported procedure: A solution of 2.3 g of (4.4 mmol) of 1-Cyclopropyl-7-[3-[[2-[[(1,1-dimethylethoxy)carbonyl]amino]-1-oxopropyl]amino]-1-pyrrolidinyl]-6,8-difluoro-1,4-dihydro-4-oxo-3-quinolinecarboxylic acid in a mixture of 25 ml of 1.0M hydrochloric acid and 25 ml of ethanol was heated at reflux for two hours. The mixture was evaporated to dryness in vacuo and the residue was triturated with ethanol/ether (100 ml/1:1). The solid was removed by filtration, washed with ethanol/ether, ether and dried in vacuo to g... The reactants are O(C1=CC=CC=C1)C[C@H]1C[C@@H](CO1)SC(C)=O (Ethanethioic acid trans-(+/-)-S-[tetrahydro-5-(phenoxymethyl)-3-furanyl]-ester), C[O-].[Na+].CO (sodium methoxide methyl alcohol), Cl.C(C)(C)O (hydrochloric acid isopropyl alcohol). Solvent: O1CCCC1 (tetrahydrofuran). The product is O(C1=CC=CC=C1)C[C@H]1C[C@@H](CO1)S (trans-(+/-)-Tetrahydro-5-(phenoxymethyl)-3-furanthiol). Yield: 70.1%. RXN SMILES: [O:1]([CH2:8][C@@H:9]1[O:13][CH2:12][C@@H:11]([S:14]C(=O)C)[CH2:10]1)[C:2]1[CH:7]=[CH:6][CH:5]=[CH:4][CH:3]=1.C[O-].[Na+].CO.Cl.C(O)(C)C>O1CCCC1>[O:1]([CH2:8][C@@H:9]1[O:13][CH2:12][C@@H:11]([SH:14])[CH2:10]1)[C:2]1[CH:7]=[CH:6][CH:5]=[CH:4][CH:3]=1 |f:1.2.3,4.5|. Reported procedure: The title compound is prepared by the procedure of Example 16 using 0.532 g of product from Example 23, 506 microliter of 25% sodium methoxide/methyl alcohol, 7.5 ml of tetrahydrofuran, and 1.18 ml of 1.86N hydrochloric acid/isopropyl alcohol to give 0.311 g of the desired product.